describe an organic reaction: reactants, conditions, products, and yield From a dataset of the Open Reaction Database (ORD), a public repository of structured organic reaction records. Reactants: C1CCNC1, CS(C)=O, O=C1OC2(CCN(C(=O)C3(c4ccc(-c5ccc(F)nc5)cc4)CC3)C2)c2ccccc21. Yields the product O=C1OC2(CCN(C(=O)C3(c4ccc(-c5ccc(N6CCCC6)nc5)cc4)CC3)C2)c2ccccc21. RXN SMILES: [CH2:33]1[CH2:34][CH2:35][NH:36][CH2:37]1.[CH3:38][S:39](=[O:40])[CH3:41].[F:1][c:2]1[cH:3][cH:4][c:5](-[c:8]2[cH:9][cH:10][c:11]([C:14]3([C:17](=[O:18])[N:19]4[CH2:20][C:21]5([O:22][C:23](=[O:30])[c:24]6[c:25]5[cH:26][cH:27][cH:28][cH:29]6)[CH2:31][CH2:32]4)[CH2:15][CH2:16]3)[cH:12][cH:13]2)[cH:6][n:7]1>>[c:2]1([N:36]2[CH2:35][CH2:34][CH2:33][CH2:37]2)[cH:3][cH:4][c:5](-[c:8]2[cH:9][cH:10][c:11]([C:14]3([C:17](=[O:18])[N:19]4[CH2:20][C:21]5([O:22][C:23](=[O:30])[c:24]6[c:25]5[cH:26][cH:27][cH:28][cH:29]6)[CH2:31][CH2:32]4)[CH2:15][CH2:16]3)[cH:12][cH:13]2)[cH:6][n:7]1. The reactants are [N+](=O)([O-])C1=CC=C(OC=2C=C(N)C=CC2)C=C1 (3-(4-nitrophenoxy)aniline), Cl.C(C)N=C=NCCCN(C)C (1-ethyl-3-(3-dimethylaminopropyl)carbodiimide hydrochloride), CO (methanol), C(#N)C(C)(C)C=1C=C(C(=O)O)C=CC1 (3-(1-cyano-1-methylethyl)benzoic acid). Reagents/catalysts: CN(C1=CC=NC=C1)C (N,N-dimethylpyridine-4-amine). The solvent is N1=CC=CC=C1 (pyridine). Run at time 4 hour. Yields the product C(#N)C(C)(C)C=1C=C(C(=O)NC2=CC(=CC=C2)OC2=CC=C(C=C2)[N+](=O)[O-])C=CC1 (3-(1-cyano-1-methylethyl)-N-[3-(4-nitrophenoxy)phenyl]benzamide). Yield: 98.9%. As a reaction SMILES: [N+:1]([C:4]1[CH:17]=[CH:16][C:7]([O:8][C:9]2[CH:10]=[C:11]([CH:13]=[CH:14][CH:15]=2)[NH2:12])=[CH:6][CH:5]=1)([O-:3])=[O:2].[C:18]([C:20]([C:23]1[CH:24]=[C:25]([CH:29]=[CH:30][CH:31]=1)[C:26](O)=[O:27])([CH3:22])[CH3:21])#[N:19].Cl.C(N=C=NCCCN(C)C)C.CO>N1C=CC=CC=1.CN(C)C1C=CN=CC=1>[C:18]([C:20]([C:23]1[CH:24]=[C:25]([CH:29]=[CH:30][CH:31]=1)[C:26]([NH:12][C:11]1[CH:13]=[CH:14][CH:15]=[C:9]([O:8][C:7]2[CH:16]=[CH:17][C:4]([N+:1]([O-:3])=[O:2])=[CH:5][CH:6]=2)[CH:10]=1)=[O:27])([CH3:22])[CH3:21])#[N:19] |f:2.3|. Procedure details: To a solution of 3-(4-nitrophenoxy)aniline (4.69 g, 20.4 mmol) and 3-(1-cyano-1-methylethyl)benzoic acid (3.98 g, 21.0 mmol) produced in Example A7(ii) in pyridine (100 mL) were added 1-ethyl-3-(3-dimethylaminopropyl)carbodiimide hydrochloride (4.69 g, 24.5 mmol) and N,N-dimethylpyridine-4-amine (151 mg, 1.24 mmol), and the mixture was stirred at room temperature for 4 hr. To the reaction mixture was added methanol (50 mL) and the mixture was further stirred at the same temperature for 30 min. T... Reactants: S(=O)([O-])S(=O)[O-].[Na+].[Na+] (Sodium dithionite), COC1=CC(=C(C#N)C=C1OCCCN1CCOCC1)[N+](=O)[O-] (4-methoxy-5-(3-morpholinopropoxy)-2-nitrobenzonitrile), Cl (hydrochloric acid), resultant mixture, resultant mixture, [OH-].[Na+] (sodium hydroxide). Solvent: O (water). Conditions: temperature 70 celsius. The product is NC1=C(C#N)C=C(C(=C1)OC)OCCCN1CCOCC1 (2-amino-4-methoxy-5-(3-morpholinopropoxy)benzonitrile). The yield is 104.6%. As a reaction SMILES: S(S([O-])=O)([O-])=O.[Na+].[Na+].[CH3:9][O:10][C:11]1[C:18]([O:19][CH2:20][CH2:21][CH2:22][N:23]2[CH2:28][CH2:27][O:26][CH2:25][CH2:24]2)=[CH:17][C:14]([C:15]#[N:16])=[C:13]([N+:29]([O-])=O)[CH:12]=1.Cl.[OH-].[Na+]>O>[NH2:29][C:13]1[CH:12]=[C:11]([O:10][CH3:9])[C:18]([O:19][CH2:20][CH2:21][CH2:22][N:23]2[CH2:24][CH2:25][O:26][CH2:27][CH2:28]2)=[CH:17][C:14]=1[C:15]#[N:16] |f:0.1.2,5.6|. Procedure: Sodium dithionite (89%, 81.4 kg) was added to a stirred slurry of 4-methoxy-5-(3-morpholinopropoxy)-2-nitrobenzonitrile (48.8 kg) in water (867 liters) and the resultant mixture was heated to 50° C. for approximately 2 hours to complete the reaction. The temperature of the reaction mixture was raised to approximately 70° C. and a concentrated aqueous hydrochloric acid solution (36%, 270 kg) was added over 3 hours. The resultant mixture was cooled to 20-25° C. and sodium hydroxide liquor (47%, 30... Reactants: ONC(=O)[C@@H]1[C@H](NCC2(CC2)C1)C(=O)N1CCC(=CC1)C1=CC(=CC=C1)C(C)C ((6S,7S)—N-hydroxy-6-{[4-(3-isopropylphenyl)-3,6-dihydropyridin-1(2H)-yl]carbonyl}-5-azaspiro[2.5]octane-7-carboxamide), [O-]S(=O)(=O)[O-].[Ba+2] (BaSO4). Run in CO (MeOH). The product is ONC(=O)[C@@H]1[C@H](NCC2(CC2)C1)C(=O)N1CCC(CC1)C1=CC(=CC=C1)C(C)C ((6S,7S)—N-hydroxy-6-{[4-(3-isopropylphenyl)piperidin-1-yl]carbonyl}-5-azaspiro[2.5]octane-7-carboxamide), Ms(ESI). As a reaction SMILES: [OH:1][NH:2][C:3]([C@H:5]1[CH2:12][C:9]2([CH2:11][CH2:10]2)[CH2:8][NH:7][C@@H:6]1[C:13]([N:15]1[CH2:20][CH:19]=[C:18]([C:21]2[CH:26]=[CH:25][CH:24]=[C:23]([CH:27]([CH3:29])[CH3:28])[CH:22]=2)[CH2:17][CH2:16]1)=[O:14])=[O:4].[O-]S([O-])(=O)=O.[Ba+2]>CO>[OH:1][NH:2][C:3]([C@H:5]1[CH2:12][C:9]2([CH2:10][CH2:11]2)[CH2:8][NH:7][C@@H:6]1[C:13]([N:15]1[CH2:20][CH2:19][CH:18]([C:21]2[CH:26]=[CH:25][CH:24]=[C:23]([CH:27]([CH3:29])[CH3:28])[CH:22]=2)[CH2:17][CH2:16]1)=[O:14])=[O:4] |f:1.2|. Reported procedure: (6S,7S)—N-hydroxy-6-{[4-(3-isopropylphenyl)-3,6-dihydropyridin-1(2H)-yl]carbonyl}-5-azaspiro[2.5]octane-7-carboxamide (10 mg) was hydrogenated at 1.0 atm over BaSO4 in MeOH for one hour to give the desired product, Ms(ESI): (M+H)+=400.4. Reactants: O=C([O-])O, CCOC(=O)Cl, ClCCl, ClC(Cl)Cl, Nc1ccc2ccccc2c1, [Na+], O. Yields the product CCOC(=O)Nc1ccc2ccccc2c1. RXN SMILES: [C:18](=[O:19])([OH:20])[O-:21].[CH2:1]([CH3:2])[O:3][C:4](=[O:5])[Cl:6].[CH2:27]([Cl:28])[Cl:29].[CH:23]([Cl:24])([Cl:25])[Cl:26].[NH2:7][c:8]1[cH:9][cH:10][c:11]2[cH:12][cH:13][cH:14][cH:15][c:16]2[cH:17]1.[Na+:22].[OH2:30]>>[CH2:1]([CH3:2])[O:3][C:4](=[O:5])[NH:7][c:8]1[cH:9][cH:10][c:11]2[cH:12][cH:13][cH:14][cH:15][c:16]2[cH:17]1. Reactants: C(C)N(C\C=C/C1=C(C=CC(=C1)F)S(=O)(=O)NC1=C(C=2OCC=3N(C2C=C1)C=CN3)C(=O)OC)CC (methyl 7-[2-((Z)-3-diethylaminoprop-1-enyl)-4-fluorobenzenesulfonylamino]-4H-5-oxa-3,9b-diazacyclopenta[a]naphthalene-6-carboxylate), C(C)N(C\C=C/C1=C(C=CC(=C1)F)S(=O)(=O)NC1=C(C=2OCC=3N(C2C=C1)C=CN3)C(=O)OC)CC (methyl 7-[2-((Z)-3-diethylaminoprop-1-enyl)-4-fluorobenzenesulfonylamino]-4H-5-oxa-3,9b-diazacyclopenta[a]naphthalene-6-carboxylate), O.[OH-].[Li+] (lithium hydroxide monohydrate), C(=O)O (formic acid). The solvent is O1CCOCC1 (dioxane), O (water), CO (methanol). The product is C(C)N(C\C=C/C1=C(C=CC(=C1)F)S(=O)(=O)NC1=C(C=2OCC=3N(C2C=C1)C=CN3)C(=O)O)CC (7-[2-((Z)-3-diethylaminoprop-1-enyl)-4-fluorobenzenesulfonylamino]-4H-5-oxa-3,9b-diazacyclopenta[a]naphthalene-6-carboxylic acid). Isolated yield 67.8%. RXN SMILES: [CH2:1]([N:3]([CH2:35][CH3:36])[CH2:4]/[CH:5]=[CH:6]\[C:7]1[CH:12]=[C:11]([F:13])[CH:10]=[CH:9][C:8]=1[S:14]([NH:17][C:18]1[CH:27]=[CH:26][C:25]2[N:24]3[CH:28]=[CH:29][N:30]=[C:23]3[CH2:22][O:21][C:20]=2[C:19]=1[C:31]([O:33]C)=[O:32])(=[O:16])=[O:15])[CH3:2].O.[OH-].[Li+].C(O)=O>O1CCOCC1.O.CO>[CH2:35]([N:3]([CH2:1][CH3:2])[CH2:4]/[CH:5]=[CH:6]\[C:7]1[CH:12]=[C:11]([F:13])[CH:10]=[CH:9][C:8]=1[S:14]([NH:17][C:18]1[CH:27]=[CH:26][C:25]2[N:24]3[CH:28]=[CH:29][N:30]=[C:23]3[CH2:22][O:21][C:20]=2[C:19]=1[C:31]([OH:33])=[O:32])(=[O:15])=[O:16])[CH3:36] |f:1.2.3|. Reported procedure: A mixture of methyl 7-[2-((Z)-3-diethylaminoprop-1-enyl)-4-fluorobenzenesulfonylamino]-4H-5-oxa-3,9b-diazacyclopenta[a]naphthalene-6-carboxylate (Intermediate 24, 0.138 g) and lithium hydroxide monohydrate (0.421 g) in dioxane (8 mL) and water (2 mL) was irradiated in the microwave at 135° C. for 45 minutes. After cooling, the mixture was diluted with methanol, acidified with formic acid and concentrated in vacuo. The residue was triturated with a solution of methanol in DCM (15%) and the solid ... As a reaction SMILES: [C:26]([CH3:27])([CH3:28])([CH3:29])[O:30][C:31](=[O:32])[N:33]1[CH2:34][C:35](=[O:39])[NH:36][CH2:37][CH2:38]1.[CH3:17][O:18][c:19]1[cH:20][cH:21][c:22]([I:25])[cH:23][cH:24]1.[Cu:40]([I:41])[I:42].[K+:6].[K+:7].[K+:8].[NH2:9][CH:10]1[CH2:11][CH2:12][CH2:13][CH2:14][CH:15]1[NH2:16].[P:1]([O-:2])([O-:3])([O-:4])=[O:5]>>[CH3:17][O:18][c:19]1[cH:20][cH:21][c:22]([N:36]2[C:35](=[O:39])[CH2:34][N:33]([C:31]([O:30][C:26]([CH3:27])([CH3:28])[CH3:29])=[O:32])[CH2:38][CH2:37]2)[cH:23][cH:24]1. Starting materials: CC(C)(C)OC(=O)N1CCNC(=O)C1, COc1ccc(I)cc1, I[Cu]I, [K+], [K+], [K+], NC1CCCCC1N, O=P([O-])([O-])[O-]. Yields the product COc1ccc(N2CCN(C(=O)OC(C)(C)C)CC2=O)cc1.